From a dataset of the Open Reaction Database (ORD), a public repository of structured organic reaction records. describe an organic reaction: reactants, conditions, products, and yield Starting materials: O(C1=CC=CC=C1)C=1C=C(C=CC1)C(C)=O (3'-phenoxyacetophenone), C[Si](C)(C)[N-][Si](C)(C)C.[Li+] (lithium bis(trimethylsilyl)amide), Cl[Si](C)(C)C (chlorotrimethylsilane), diethyl ester, C1(=CC=CC=C1)CCSC(C(=O)O)C(=O)O ([(2-phenylethyl)thio]-propanedioic acid). Run in C1CCOC1 (THF). The product is OC1=C(C(OC(=C1)C1=CC(=CC=C1)OC1=CC=CC=C1)=O)SCCC1=CC=CC=C1 (4-Hydroxy-6-(3-phenoxyphenyl)-3-[(2-phenylethyl)thio]-2H-pyran-2-one). As a reaction SMILES: [O:1]([C:8]1[CH:9]=[C:10]([C:14](=[O:16])[CH3:15])[CH:11]=[CH:12][CH:13]=1)[C:2]1[CH:7]=[CH:6][CH:5]=[CH:4][CH:3]=1.C[Si]([N-][Si](C)(C)C)(C)C.[Li+].Cl[Si](C)(C)C.[C:32]1([CH2:38][CH2:39][S:40][CH:41]([C:45](O)=[O:46])[C:42](O)=[O:43])[CH:37]=[CH:36][CH:35]=[CH:34][CH:33]=1>C1COCC1>[OH:46][C:45]1[CH:15]=[C:14]([C:10]2[CH:11]=[CH:12][CH:13]=[C:8]([O:1][C:2]3[CH:3]=[CH:4][CH:5]=[CH:6][CH:7]=3)[CH:9]=2)[O:16][C:42](=[O:43])[C:41]=1[S:40][CH2:39][CH2:38][C:32]1[CH:33]=[CH:34][CH:35]=[CH:36][CH:37]=1 |f:1.2|. Reported procedure: The title compound was prepared by Method A using 3'-phenoxyacetophenone (2.00 g, 9.43 mmol), lithium bis(trimethylsilyl)amide (2.36 g, 14.15 mmol), chlorotrimethylsilane (1.79 mL, 14.15 mmol), THF (100 mL), and diethyl ester of [(2-phenylethyl)thio]-propanedioic acid (1.00 g, 3.37 mmol). m.p. 114-115° C.; 1H NMR (400 MHz, DMSO-d6) δ2.76 (t, 2 H), 2.99 (t, 2 H), 6.76 (s, 1 H), 7.09 (m, 7 H), 7.34 (s, 1 H), 7.44 (t, 2 H), 7.56 (m, 2 H). The reactants are O=C(C(=O)N)C(C)C1=CC=C(C=C1)N1C(C2=CC=CC=C2C1)=O (2-oxo-3-[4-(1-oxo-2-isoindolinyl)phenyl] butanamide), [OH-].[Na+] (sodium hydroxide). Yields the product O=C(C(=O)O)C(C)C1=CC=C(C=C1)N1C(C2=CC=CC=C2C1)=O (2-Oxo-3-[4-(1-oxo-2-isoindolinyl)phenyl]butanoic acid). RXN SMILES: [O:1]=[C:2]([CH:6]([C:8]1[CH:13]=[CH:12][C:11]([N:14]2[CH2:22][C:21]3[C:16](=[CH:17][CH:18]=[CH:19][CH:20]=3)[C:15]2=[O:23])=[CH:10][CH:9]=1)[CH3:7])[C:3](N)=[O:4].[OH-:24].[Na+]>>[O:1]=[C:2]([CH:6]([C:8]1[CH:13]=[CH:12][C:11]([N:14]2[CH2:22][C:21]3[C:16](=[CH:17][CH:18]=[CH:19][CH:20]=3)[C:15]2=[O:23])=[CH:10][CH:9]=1)[CH3:7])[C:3]([OH:24])=[O:4] |f:1.2|. Procedure: A mixture of 2-oxo-3-[4-(1-oxo-2-isoindolinyl)phenyl] butanamide (0.30 g) and 10% aqueous sodium hydroxide solution (10 ml) is refluxed for 1 hour. After cooling the reaction mixture is washed with chloroform. The aqueous layer is acidified with diluted hydrochloric acid. The acidified layer is extracted with chloroform and the chloroform layer is washed with water, dried (Na2SO4) and evaporated. The residue is recrystallized from ethyl acetate to give colorless scales (0.23 g, 76%).